This data is from the Open Reaction Database (ORD), a public repository of structured organic reaction records. The task is: describe an organic reaction: reactants, conditions, products, and yield The reactants are [Cl-].ClCC[NH2+]C(C)C1CCCCC1 (N-(2-chloroethyl)-N-(1-cyclohexyl -1-ethyl)ammonium chloride), CC1=C(C=CC(=C1)[N+](=O)[O-])N=C=S (2-methyl-4-nitrophenyl isothiocyanate). Product: CC1=C(C=CC(=C1)[N+](=O)[O-])N=C1SCCN1C(C)C1CCCCC1 (2-(2-methyl-4-nitrophenylimino)-3-(1-cyclohexyl-1-ethyl)-1,3-thiazolidine). RXN SMILES: [Cl-].Cl[CH2:3][CH2:4][NH2+:5][CH:6]([CH:8]1[CH2:13][CH2:12][CH2:11][CH2:10][CH2:9]1)[CH3:7].[CH3:14][C:15]1[CH:20]=[C:19]([N+:21]([O-:23])=[O:22])[CH:18]=[CH:17][C:16]=1[N:24]=[C:25]=[S:26]>>[CH3:14][C:15]1[CH:20]=[C:19]([N+:21]([O-:23])=[O:22])[CH:18]=[CH:17][C:16]=1[N:24]=[C:25]1[N:5]([CH:6]([CH:8]2[CH2:13][CH2:12][CH2:11][CH2:10][CH2:9]2)[CH3:7])[CH2:4][CH2:3][S:26]1 |f:0.1|. Procedure details: 1-Cyclohexyl-1-ethylamine was converted to N-(2-hydroxyethyl)-N-(1-cyclohexyl-1-ethyl)amine according to Method B5a. The alcohol was reacted with SOCl2 according to Method B7a to give N-(2-chloroethyl)-N-(1-cyclohexyl -1-ethyl)ammonium chloride. The chloroethylamine was reacted with 2-methyl-4-nitrophenyl isothiocyanate according to Method C1a to give 2-(2-methyl-4-nitrophenylimino)-3-(1-cyclohexyl-1-ethyl)-1,3-thiazolidine.